Dataset: the Open Reaction Database (ORD), a public repository of structured organic reaction records. Task: describe an organic reaction: reactants, conditions, products, and yield The reactants are Cc1ccccc1, CC1(C)C(C=C(Cl)C(F)(F)F)C1C(=O)O, O=S(Cl)Cl, c1ccncc1. Product: CC1(C)C(C=C(Cl)C(F)(F)F)C1C(=O)Cl. As a reaction SMILES: [CH3:26][c:27]1[cH:28][cH:29][cH:30][cH:31][cH:32]1.[Cl:1][C:2](=[CH:3][CH:4]1[C:5]([CH3:10])([CH3:11])[CH:6]1[C:7](=[O:8])[OH:9])[C:12]([F:13])([F:14])[F:15].[S:22]([Cl:23])([Cl:24])=[O:25].[cH:16]1[cH:17][cH:18][n:19][cH:20][cH:21]1>>[Cl:1][C:2](=[CH:3][CH:4]1[C:5]([CH3:10])([CH3:11])[CH:6]1[C:7](=[O:8])[Cl:24])[C:12]([F:13])([F:14])[F:15]. Starting materials: C(=O)(OC(C)(C)C)N1C[C@@H](CC1)O ((R)-(−)-N-boc-3-pyrrolidinol), C(C1=CC=CC=C1)Br (benzyl bromide). Yields the product N (ammonia), C(C1=CC=CC=C1)O[C@H]1CN(CC1)C(=O)OC(C)(C)C (tert-Butyl (3R)-3-(benzyloxy)pyrrolidine-1-carboxylate). As a reaction SMILES: [C:1]([N:8]1[CH2:12][CH2:11][C@@H:10]([OH:13])[CH2:9]1)([O:3][C:4]([CH3:7])([CH3:6])[CH3:5])=[O:2].[CH2:14](Br)[C:15]1[CH:20]=[CH:19][CH:18]=[CH:17][CH:16]=1>>[NH3:8].[CH2:14]([O:13][C@@H:10]1[CH2:11][CH2:12][N:8]([C:1]([O:3][C:4]([CH3:7])([CH3:6])[CH3:5])=[O:2])[CH2:9]1)[C:15]1[CH:20]=[CH:19][CH:18]=[CH:17][CH:16]=1. Procedure details: The title compound was prepared from (R)-(−)-N-boc-3-pyrrolidinol and benzyl bromide, using the same method as that described for preparation 5. The crude compound was purified by column chromatography on silica gel, eluting with dichloromethane:methanol:0.88 ammonia, 95:5:0.5, to afford the desired product in 97% yield. Reactants: ClC=1C=C2C(CN(CC2=C(C1)Cl)C)C=1C=C(C=CC1)S(=O)(=O)NCCP(O)(O)=O (2-(3-(6,8-dichloro-2-methyl-1,2,3,4-tetrahydroisoquinolin-4-yl)phenylsulfonamido)ethylphosphonic acid), NC1=CC=C(CP(OCC)(OCC)=O)C=C1 (diethyl 4-aminobenzylphosphonate), NC1=CC=C(CP(OCC)(OCC)=O)C=C1 (diethyl 4-aminobenzylphosphonate), amine. Product: ClC=1C=C2C(CN(CC2=C(C1)Cl)C)C=1C=C(C=CC1)S(=O)(=O)NC1=CC=C(CP(O)(O)=O)C=C1 (4-(3-(6,8-dichloro-2-methyl-1,2,3,4-tetrahydroisoquinolin-4-yl)phenylsulfonamido)benzylphosphonic acid). As a reaction SMILES: [Cl:1][C:2]1[CH:3]=[C:4]2[C:9](=[C:10]([Cl:12])[CH:11]=1)[CH2:8][N:7]([CH3:13])[CH2:6][CH:5]2[C:14]1[CH:15]=[C:16]([S:20]([NH:23][CH2:24][CH2:25]P(=O)(O)O)(=[O:22])=[O:21])[CH:17]=[CH:18][CH:19]=1.NC1C=[CH:44][C:34]([CH2:35][P:36](=[O:43])([O:40]CC)[O:37]CC)=[CH:33][CH:32]=1>>[Cl:1][C:2]1[CH:3]=[C:4]2[C:9](=[C:10]([Cl:12])[CH:11]=1)[CH2:8][N:7]([CH3:13])[CH2:6][CH:5]2[C:14]1[CH:15]=[C:16]([S:20]([NH:23][C:24]2[CH:25]=[CH:44][C:34]([CH2:35][P:36](=[O:37])([OH:43])[OH:40])=[CH:33][CH:32]=2)(=[O:22])=[O:21])[CH:17]=[CH:18][CH:19]=1. Procedure details: Compound 3 was prepared in an analogous manner to that of Compound 1 using diethyl 4-aminobenzylphosphonate (Intermediate 3.2) as the amine. 1H-NMR (300 MHz, CD3OD, ppm): 7.89 (d, J=7.8 Hz, 1H), 7.61˜7.66 (m, 1H), 7.52˜7.54 (m, 2H), 7.21˜7.20 (m, 2H), 7.11 (s, 1H), 6.95 (d, J=8.1 Hz, 2H), 6.73 (s, 1H), 4.51˜4.59 (m, 3H), 3.33 (s, 1H), 3.03˜2.89 (m, 6H). MS (ES, m/z): 541 [M+H]+. The reactants are C(C)(C)C1=NNC2=NC=CC(=C21)C2=CSC=C2 (3-isopropyl-4-(thiophen-3-yl)-1H-pyrazolo[3,4-b]pyridine), ClC1=C2C(=NC=C1)NN=C2C(C)C (4-Chloro-3-isopropyl-1H-pyrazolo[3,4-b]pyridine), COC1=CC=C(C=N1)B(O)O (6-methoxypyridin-3-yl-boronic acid). Yields the product crude product, C(C)(C)C1=NNC2=NC=CC(=C21)C=2C=NC(=CC2)OC (3-isopropyl-4-(6-methoxypyridin-3-yl)-1H-pyrazolo[3,4-b]pyridine). Isolated yield 60.0%. As a reaction SMILES: Cl[C:2]1[CH:7]=[CH:6][N:5]=[C:4]2[NH:8][N:9]=[C:10]([CH:11]([CH3:13])[CH3:12])[C:3]=12.[CH3:14][O:15][C:16]1[N:21]=[CH:20][C:19](B(O)O)=[CH:18][CH:17]=1.C(C1C2C(=NC=CC=2C2C=CSC=2)NN=1)(C)C>>[CH:11]([C:10]1[C:3]2[C:4](=[N:5][CH:6]=[CH:7][C:2]=2[C:19]2[CH:20]=[N:21][C:16]([O:15][CH3:14])=[CH:17][CH:18]=2)[NH:8][N:9]=1)([CH3:13])[CH3:12]. Procedure: According to Example 1(4), a crude product of 3-isopropyl-4-(6-methoxypyridin-3-yl)-1H-pyrazolo[3,4-b]pyridine was prepared using compound (6b) instead of compound (1c) and using 6-methoxypyridin-3-yl-boronic acid instead of quinoline-3-boronic acid and was used in the subsequent reaction without being purified. According to Example 1(5), compound (18a) (the second stage yield: 60%) was prepared using 3-isopropyl-4-(thiophen-3-yl)-1H-pyrazolo[3,4-b]pyridine instead of compound (1d). Procedure details: Using a procedure similar to that described in Example 6 except starting with 4-amino-1-[9,10-dihydro-9,10-methanoanthracen-9-ylmethyl]piperidine and 2-chlorophenylacetic acid, the title compound was obtained as a pink solid (71%), mp 212.0°-14.0° C.; MS(CI): 457 (M+H); NMR (300 MHz,DMSO-d6): 1.38(m, 2H), 1.70(m, 2H), 2.28(m, 2H), 2.46(s, 2H), 2.93(m, 2H), 3.30(m,submerged, 2H), 3.54(m, 3H), 4.31(s, 1H), 6.87-6.96(m, 4H), 7.17-7.41(m, 8H), 7.96(d, 1H, J=7.7 Hz). Isolated yield 71.0%. Starting materials: NC1CCN(CC1)CC12C3=CC=CC=C3C(C=3C=CC=CC13)C2 (4-amino-1-[9,10-dihydro-9,10-methanoanthracen-9-ylmethyl]piperidine), ClC1=C(C=CC=C1)CC(=O)O (2-chlorophenylacetic acid). As a reaction SMILES: [NH2:1][CH:2]1[CH2:7][CH2:6][N:5]([CH2:8][C:9]23[CH2:23][CH:16]([C:17]4[CH:18]=[CH:19][CH:20]=[CH:21][C:22]=42)[C:15]2[C:10]3=[CH:11][CH:12]=[CH:13][CH:14]=2)[CH2:4][CH2:3]1.[Cl:24][C:25]1[CH:30]=[CH:29][CH:28]=[CH:27][C:26]=1[CH2:31][C:32](O)=[O:33]>>[CH:21]1[C:22]2[C:9]3([CH2:8][N:5]4[CH2:6][CH2:7][CH:2]([NH:1][C:32](=[O:33])[CH2:31][C:26]5[CH:27]=[CH:28][CH:29]=[CH:30][C:25]=5[Cl:24])[CH2:3][CH2:4]4)[CH2:23][CH:16]([C:15]4[C:10]3=[CH:11][CH:12]=[CH:13][CH:14]=4)[C:17]=2[CH:18]=[CH:19][CH:20]=1. The product is C1=CC=CC=2C3C4=CC=CC=C4C(C12)(C3)CN3CCC(CC3)NC(CC3=C(C=CC=C3)Cl)=O (N-(1-[9,10-Dihydro-9,10-methanoanthracen-9-ylmethyl]-4-piperidyl)-2-(2-chlorophenyl)acetamide), solid.